Dataset: the Open Reaction Database (ORD), a public repository of structured organic reaction records. Task: describe an organic reaction: reactants, conditions, products, and yield Reactants: CC(C)(C)c1ccc(N=C=O)cc1, CCCCCC, ClCCl, Nc1ccccc1-c1cc2ccccc2[nH]1. Yields the product CC(C)(C)c1ccc(NC(=O)Nc2ccccc2-c2cc3ccccc3[nH]2)cc1. Reaction SMILES: [C:17]([CH3:18])([CH3:19])([CH3:20])[c:21]1[cH:22][cH:23][c:24]([N:27]=[C:28]=[O:29])[cH:25][cH:26]1.[CH3:30][CH2:31][CH2:32][CH2:33][CH2:34][CH3:35].[Cl:36][CH2:37][Cl:38].[nH:1]1[c:2](-[c:10]2[c:11]([NH2:16])[cH:12][cH:13][cH:14][cH:15]2)[cH:3][c:4]2[cH:5][cH:6][cH:7][cH:8][c:9]12>>[nH:1]1[c:2](-[c:10]2[c:11]([NH:16][C:28]([NH:27][c:24]3[cH:23][cH:22][c:21]([C:17]([CH3:18])([CH3:19])[CH3:20])[cH:26][cH:25]3)=[O:29])[cH:12][cH:13][cH:14][cH:15]2)[cH:3][c:4]2[cH:5][cH:6][cH:7][cH:8][c:9]12. Product: CSc1cc(F)cc(C#N)c1. Reactants: N#Cc1cc(F)cc(Br)c1, C[S-], Cc1ccccc1, CCN(C(C)C)C(C)C, Cl, [Na+], O=C(C=Cc1ccccc1)C=Cc1ccccc1, O=C(C=Cc1ccccc1)C=Cc1ccccc1, O=C(C=Cc1ccccc1)C=Cc1ccccc1, [Pd], [Pd]. As a reaction SMILES: [Br:1][c:2]1[cH:3][c:4]([C:5]#[N:6])[cH:7][c:8]([F:10])[cH:9]1.[CH3:11][S-:12].[CH3:24][c:25]1[cH:26][cH:27][cH:28][cH:29][cH:30]1.[CH:14]([N:15]([CH2:16][CH3:17])[CH:18]([CH3:19])[CH3:20])([CH3:21])[CH3:22].[ClH:23].[Na+:13].[O:33]=[C:34]([CH:35]=[CH:36][c:37]1[cH:38][cH:39][cH:40][cH:41][cH:42]1)[CH:43]=[CH:44][c:45]1[cH:46][cH:47][cH:48][cH:49][cH:50]1.[O:51]=[C:52]([CH:53]=[CH:54][c:55]1[cH:56][cH:57][cH:58][cH:59][cH:60]1)[CH:61]=[CH:62][c:63]1[cH:64][cH:65][cH:66][cH:67][cH:68]1.[O:69]=[C:70]([CH:71]=[CH:72][c:73]1[cH:74][cH:75][cH:76][cH:77][cH:78]1)[CH:79]=[CH:80][c:81]1[cH:82][cH:83][cH:84][cH:85][cH:86]1.[Pd:31].[Pd:32]>>[c:2]1([S:12][CH3:11])[cH:3][c:4]([C:5]#[N:6])[cH:7][c:8]([F:10])[cH:9]1. Reactants: C1CCOC1, [Li]C, [Cl-], O=Cc1ccc(F)cn1, [NH4+], O. Yields the product CC(O)c1ccc(F)cn1. RXN SMILES: [CH2:15]1[O:16][CH2:17][CH2:18][CH2:19]1.[CH3:10][Li:11].[Cl-:12].[F:1][c:2]1[cH:3][cH:4][c:5]([CH:8]=[O:9])[n:6][cH:7]1.[NH4+:13].[OH2:14]>>[F:1][c:2]1[cH:3][cH:4][c:5]([CH:8]([OH:9])[CH3:10])[n:6][cH:7]1. Starting materials: CCO, CC[O-], CC(C)(C)S, N#Cc1ccc(Cl)nc1, [Na+], [Na+], O=C([O-])O. The product is CC(C)(C)Sc1ccc(C#N)cn1. Reaction SMILES: [CH3:24][CH2:25][OH:26].[CH3:2][CH2:3][O-:4].[CH3:5][C:6]([CH3:7])([CH3:8])[SH:9].[Cl:10][c:11]1[n:12][cH:13][c:14]([C:15]#[N:16])[cH:17][cH:18]1.[Na+:1].[Na+:23].[O-:19][C:20]([OH:21])=[O:22]>>[CH3:5][C:6]([CH3:7])([CH3:8])[S:9][c:11]1[n:12][cH:13][c:14]([C:15]#[N:16])[cH:17][cH:18]1. The reactants are [N+](=O)([O-])C1=CC=C(C(=O)O[C@@H]2CN(CC2)CCCC2=CC=C(C=C2)OC)C=C1 ((S)-3-(4-Nitrobenzoyloxy)-1-[3-(4-methoxyphenyl)propyl]pyrrolidine), [OH-].[Na+] (NaOH). The solvent is CO (methanol). Conditions: time 1 hour. Product: O[C@@H]1CN(CC1)CCCC1=CC=C(C=C1)OC ((S)-3-hydroxy-1-[3-(4-methoxyphenyl)propyl] pyrrolidine), oil. Isolated yield 100.0%. RXN SMILES: [N+](C1C=CC(C([O:10][C@H:11]2[CH2:15][CH2:14][N:13]([CH2:16][CH2:17][CH2:18][C:19]3[CH:24]=[CH:23][C:22]([O:25][CH3:26])=[CH:21][CH:20]=3)[CH2:12]2)=O)=CC=1)([O-])=O.[OH-].[Na+]>CO>[OH:10][C@H:11]1[CH2:15][CH2:14][N:13]([CH2:16][CH2:17][CH2:18][C:19]2[CH:20]=[CH:21][C:22]([O:25][CH3:26])=[CH:23][CH:24]=2)[CH2:12]1 |f:1.2|. Procedure details: (S)-3-(4-Nitrobenzoyloxy)-1-[3-(4-methoxyphenyl)propyl]pyrrolidine (507 mg, 1.32 mmol) was dissolved in methanol (10 ml). 1 M-NaOH (1.5 ml) was added dropwise in the obtained mixture. After stirring at room temperature for 1 hour, the solvent was evaporated under reduced pressure. The residue was distributed in water and ethyl acetate. The organic layer was dried, and the solvent was evaporated under reduced pressure to obtain (S)-3-hydroxy-1-[3-(4-methoxyphenyl)propyl] pyrrolidine in the form o... The reactants are BrCC1=CC2=C(SC(=C2)S(N)(=O)=O)C=C1 (5-bromomethyl-2-sulfamoylbenzo[b]thiophene), C(C)(=O)[O-].[Na+] (sodium acetate). Reagents/catalysts: C(C)N(CC)CC (triethylamine). The solvent is C(C)(=O)O (acetic acid). Yields the product C(C)(=O)OCC1=CC2=C(SC(=C2)S(N)(=O)=O)C=C1 (5-Acetoxymethyl-2-sulfamoylbenzo[b]thiophene). Isolated yield 87.6%. As a reaction SMILES: Br[CH2:2][C:3]1[CH:15]=[CH:14][C:6]2[S:7][C:8]([S:10](=[O:13])(=[O:12])[NH2:11])=[CH:9][C:5]=2[CH:4]=1.[C:16]([O-:19])(=[O:18])[CH3:17].[Na+]>C(N(CC)CC)C.C(O)(=O)C>[C:16]([O:19][CH2:2][C:3]1[CH:15]=[CH:14][C:6]2[S:7][C:8]([S:10](=[O:13])(=[O:12])[NH2:11])=[CH:9][C:5]=2[CH:4]=1)(=[O:18])[CH3:17] |f:1.2|. Procedure: To a mixture of 5-bromomethyl-2-sulfamoylbenzo[b]thiophene (3.06,0.01 mol), anhydrous sodium acetate (0.98 g, 0.01 mol) and glacial acetic acid (15 ml) was added three drops of triethylamine. The mixture was heated and the resulting solution was stirred at reflux for 6 hours and was left at room temperature over night. The acetic acid was removed in vacuo and the residual gum was diluted with 25 ml of ice water. The product was extracted into 3×50 ml of ether. The combined extracts were washed w...